Dataset: the Open Reaction Database (ORD), a public repository of structured organic reaction records. Task: describe an organic reaction: reactants, conditions, products, and yield Starting materials: O (water), CC(C)([O-])C.[K+] (potassium tert-butoxide), CC(C)([O-])C.[K+] (Potassium tert-butoxide), BrC1=C(C=C2CC3(C(C2=C1)=O)CCC(CC3)O)C (6′-Bromo-4-hydroxy-5′-methylspiro[cyclohexane-1,2′-inden]-1′(3′H)-one), BrC1=C(C=C2CC3(C(C2=C1)=O)CCC(CC3)O)C (6′-Bromo-4-hydroxy-5′-methylspiro[cyclohexane-1,2′-inden]-1′(3′H)-one), CI (Methyl iodide), CC(C)([O-])C.[K+] (potassium tert-butoxide). Run in [Cl-].[Na+].O (brine), 2-Me THF. Reaction conditions: temperature 0 celsius, time 1 hour. Yields the product BrC1=C(C=C2CC3(C(C2=C1)=O)CCC(CC3)OC)C (6′-Bromo-4-methoxy-5′-methylspiro[cyclohexane-1,2′-inden]-1′(3′H)-one). Isolated yield 72.2%. As a reaction SMILES: [Br:1][C:2]1[CH:10]=[C:9]2[C:5]([CH2:6][C:7]3([CH2:16][CH2:15][CH:14]([OH:17])[CH2:13][CH2:12]3)[C:8]2=[O:11])=[CH:4][C:3]=1[CH3:18].CI.[CH3:21]C(C)([O-])C.[K+].O>[Cl-].[Na+].O>[Br:1][C:2]1[CH:10]=[C:9]2[C:5]([CH2:6][C:7]3([CH2:16][CH2:15][CH:14]([O:17][CH3:21])[CH2:13][CH2:12]3)[C:8]2=[O:11])=[CH:4][C:3]=1[CH3:18] |f:2.3,5.6.7|. Procedure: 6′-Bromo-4-hydroxy-5′-methylspiro[cyclohexane-1,2′-inden]-1′(3′H)-one (Intermediate 3, 1.72 g, 5.57 mmol) was dissolved in 2-Me THF (13 mL) under an inert atmosphere and the solution was cooled to 0° C. Methyl iodide (0.453 mL, 7.24 mmol) was added followed by portionwise addition of potassium tert-butoxide (0.875 g, 7.80 mmol). The resulting mixture was stirred at r.t. for 1 h. Potassium tert-butoxide (0.250 g, 2.23 mmol) was added and stirring continued. After another 30 min, potassium tert-bu... Starting materials: C(C)(=O)C1=CC=C(C=C1)NS(=O)(=O)C (N-(4-acetylphenyl)methanesulfonamide), Cl[O-].[Ca+2].Cl[O-] (calcium hypochlorite), C(C)(=O)O (acetic acid), Cl[O-].[Ca+2].Cl[O-] (calcium hypochlorite). The solvent is alcohol, O (water). Reaction conditions: time 24 hour. Product: ClC=1C=C(C=CC1NS(=O)(=O)C)C(C)=O (3'-Chloro-4'-((methylsulfonyl)amino)acetophenone). RXN SMILES: [C:1]([C:4]1[CH:9]=[CH:8][C:7]([NH:10][S:11]([CH3:14])(=[O:13])=[O:12])=[CH:6][CH:5]=1)(=[O:3])[CH3:2].[Cl:15][O-].[Ca+2].Cl[O-].C(O)(=O)C>O>[Cl:15][C:8]1[CH:9]=[C:4]([C:1](=[O:3])[CH3:2])[CH:5]=[CH:6][C:7]=1[NH:10][S:11]([CH3:14])(=[O:12])=[O:13] |f:1.2.3|. Reported procedure: To 2.13 g (10 mmole) of N-(4-acetylphenyl)methanesulfonamide in 50 ml of alcohol and 50 ml of water at 30° C. is added 1.43 g (10 mmol) of calcium hypochlorite. The solution is stirred for 24 hrs and an additional 1.43 g of calcium hypochlorite added. The mixture is stirred for 3 days at room temperature. The mixture is acidified with acetic acid to pH 6; concentrated and extracted into water-methylene chloride. The organic layer is dried, evaporated and the residue flash chromatographed on sili... The reactants are CCCCn1cc(C(C)=O)c2ccc(C(=O)O)cc21, O=C(n1ccnc1)n1ccnc1, ClCCl, CCc1cccc(CNCC(O)C(N)Cc2cc(F)cc(F)c2)c1. Product: CCCCn1cc(C(C)=O)c2ccc(C(=O)NC(Cc3cc(F)cc(F)c3)C(O)CNCc3cccc(CC)c3)cc21. RXN SMILES: [C:1]([CH3:2])(=[O:3])[c:4]1[cH:5][n:6]([CH2:16][CH2:17][CH2:18][CH3:19])[c:7]2[cH:8][c:9]([C:13](=[O:14])[OH:15])[cH:10][cH:11][c:12]12.[C:20]([n:21]1[cH:22][cH:23][n:24][cH:25]1)([n:26]1[cH:27][cH:28][n:29][cH:30]1)=[O:31].[Cl:56][CH2:57][Cl:58].[NH2:32][CH:33]([CH:34]([CH2:35][NH:36][CH2:37][c:38]1[cH:39][c:40]([CH2:44][CH3:45])[cH:41][cH:42][cH:43]1)[OH:46])[CH2:47][c:48]1[cH:49][c:50]([F:55])[cH:51][c:52]([F:54])[cH:53]1>>[C:1]([CH3:2])(=[O:3])[c:4]1[cH:5][n:6]([CH2:16][CH2:17][CH2:18][CH3:19])[c:7]2[cH:8][c:9]([C:13](=[O:15])[NH:32][CH:33]([CH:34]([CH2:35][NH:36][CH2:37][c:38]3[cH:39][c:40]([CH2:44][CH3:45])[cH:41][cH:42][cH:43]3)[OH:46])[CH2:47][c:48]3[cH:49][c:50]([F:55])[cH:51][c:52]([F:54])[cH:53]3)[cH:10][cH:11][c:12]12. Reactants: OCC=1N=C2N(C(=NC(=C2)SC2=CC=C(C=C2)NC(=O)C2CC2)NC2=NNC(=C2)C)C1 (N-(4-(2-(hydroxymethyl)-5-(5-methyl-1H-pyrazol-3-ylamino)imidazo[1,2-c]pyrimidin-7-ylthio)phenyl)cyclopropanecarboxamide), CN (methyl amine), C22H24N8OS. Product: CC1=CC(=NN1)NC1=NC(=CC=2N1C=C(N2)CNC)SC2=CC=C(C=C2)NC(=O)C2CC2 (N-(4-(5-(5-methyl-1H-pyrazol-3-ylamino)-2-((methylamino)methyl) imidazo[1,2-c]pyrimidin-7-ylthio)phenyl)cyclopropanecarboxamide). Reaction SMILES: O[CH2:2][C:3]1[N:4]=[C:5]2[CH:10]=[C:9]([S:11][C:12]3[CH:17]=[CH:16][C:15]([NH:18][C:19]([CH:21]4[CH2:23][CH2:22]4)=[O:20])=[CH:14][CH:13]=3)[N:8]=[C:7]([NH:24][C:25]3[CH:29]=[C:28]([CH3:30])[NH:27][N:26]=3)[N:6]2[CH:31]=1.[CH3:32][NH2:33]>>[CH3:30][C:28]1[NH:27][N:26]=[C:25]([NH:24][C:7]2[N:6]3[CH:31]=[C:3]([CH2:2][NH:33][CH3:32])[N:4]=[C:5]3[CH:10]=[C:9]([S:11][C:12]3[CH:17]=[CH:16][C:15]([NH:18][C:19]([CH:21]4[CH2:23][CH2:22]4)=[O:20])=[CH:14][CH:13]=3)[N:8]=2)[CH:29]=1. Procedure details: The title compound was synthesized using N-(4-(2-(hydroxymethyl)-5-(5-methyl-1H-pyrazol-3-ylamino)imidazo[1,2-c]pyrimidin-7-ylthio)phenyl)cyclopropanecarboxamide and methyl amine using the procedure described in Example 283. 1H NMR (400 MHz, DMSO-d6) δ ppm 0.82 (d, J=5.56 Hz, 4H) 1.82 (dt, J=12.06, 5.97 Hz, 1H) 2.11 (s, 3H) 3.28 (s, 3H) 4.03 (s, 2H) 5.84 (s, 1H) 6.49 (s, 1H) 7.53 (d, J=8.08 Hz, 2H) 7.75 (d, J=8.08 Hz, 2H) 8.27 (s, 1H) 10.48 (s, 1H) 12.12 (s, 1H); ESI-MS: m/z calc'd for C22H24N8O... The reactants are CCN=C=NCCCN(C)C, CC#N, Cl, O=C(O)c1ccc(F)c2ccccc12, NC(Cc1ccc(C(F)(F)F)o1)C(O)c1ccc(F)cc1, O, On1nnc2ccccc21. Yields the product O=C(NC(Cc1ccc(C(F)(F)F)o1)C(O)c1ccc(F)cc1)c1ccc(F)c2ccccc12. Reaction SMILES: [CH2:37]([N:38]=[C:39]=[N:40][CH2:41][CH2:42][CH2:43][N:44]([CH3:45])[CH3:46])[CH3:47].[CH3:58][C:59]#[N:60].[ClH:36].[F:22][c:23]1[cH:24][cH:25][c:26]([C:33](=[O:34])[OH:35])[c:27]2[cH:28][cH:29][cH:30][cH:31][c:32]12.[NH2:1][CH:2]([CH:3]([OH:4])[c:5]1[cH:6][cH:7][c:8]([F:11])[cH:9][cH:10]1)[CH2:12][c:13]1[o:14][c:15]([C:18]([F:19])([F:20])[F:21])[cH:16][cH:17]1.[OH2:61].[OH:48][n:49]1[c:50]2[cH:51][cH:52][cH:53][cH:54][c:55]2[n:56][n:57]1>>[NH:1]([CH:2]([CH:3]([OH:4])[c:5]1[cH:6][cH:7][c:8]([F:11])[cH:9][cH:10]1)[CH2:12][c:13]1[o:14][c:15]([C:18]([F:19])([F:20])[F:21])[cH:16][cH:17]1)[C:33]([c:26]1[cH:25][cH:24][c:23]([F:22])[c:32]2[c:27]1[cH:28][cH:29][cH:30][cH:31]2)=[O:34]. The reactants are C=1(C(=CC=CC1)C(=O)CN1C(C(CN(C2=C1C=C(C=C2)C)C(C=C(C)C)=O)NC(=O)OC(C)(C)C)=O)C (1-(2-Toluoylmethyl)-2-oxo-3-tert-butoxycarbonylamino-5-(3-methyl-2-butenoyl)-8-methyl-1,3,4,5-tetrahydro-2H-1,5-benzodiazepine). Solvent: Cl.O1CCOCC1 (HCl dioxane). Conditions: temperature 50 celsius, time 1 hour. Product: C=1(C(=CC=CC1)C(=O)CN1C(C(CN(C2=C1C=C(C=C2)C)C(C=C(C)C)=O)N)=O)C (1-(2-toluoylmethyl)-2-oxo-3-amino-5-(3-methyl-2-butenoyl)-8-methyl-1,3,4,5-tetrahydro-2H-1,5-benzodiazepine). Yield: 86.5%. RXN SMILES: [C:1]1([CH3:37])[C:2]([C:7]([CH2:9][N:10]2[C:16]3[CH:17]=[C:18]([CH3:21])[CH:19]=[CH:20][C:15]=3[N:14]([C:22](=[O:27])[CH:23]=[C:24]([CH3:26])[CH3:25])[CH2:13][CH:12]([NH:28]C(OC(C)(C)C)=O)[C:11]2=[O:36])=[O:8])=[CH:3][CH:4]=[CH:5][CH:6]=1>Cl.O1CCOCC1>[C:1]1([CH3:37])[C:2]([C:7]([CH2:9][N:10]2[C:16]3[CH:17]=[C:18]([CH3:21])[CH:19]=[CH:20][C:15]=3[N:14]([C:22](=[O:27])[CH:23]=[C:24]([CH3:26])[CH3:25])[CH2:13][CH:12]([NH2:28])[C:11]2=[O:36])=[O:8])=[CH:3][CH:4]=[CH:5][CH:6]=1 |f:1.2|. Procedure details: 1-(2-Toluoylmethyl)-2-oxo-3-tert-butoxycarbonylamino-5-(3-methyl-2-butenoyl)-8-methyl-1,3,4,5-tetrahydro-2H-1,5-benzodiazepine (1.00 g) was suspended in 4N HCl-dioxane (10 ml), the suspension was stirred for one hour at 50° C. The reaction mixture was concentrated under reduced pressure, the residue was dissolved in water, the solution was washed with diethyl ether, alkalified with saturated aqueous sodium bicarbonate, and extracted with methylene chloride. The organic layer was dried over anhyd... Reactants: CS(=O)(=O)Cl (methane sulphonyl chloride), NC1=C(N=NN1CC1=CC=C(C=C1)OC)C(=O)OCC (Ethyl 5-amino-1-(4-methoxybenzyl)-1H-1,2,3-triazole-4-carboxylate), CS(=O)(=O)Cl (methane sulphonyl chloride), CS(=O)(=O)Cl (methane sulphonyl chloride). Run in N1=CC=CC=C1 (pyridine). Conditions: time 24 hour. The product is COC1=CC=C(CN2N=NC(=C2NS(=O)(=O)C)C(=O)O)C=C1 (1-(4-Methoxybenzyl)-5-[(methylsulfonyl)amino]-1H-1,2,3-triazole-4-carboxylic acid). RXN SMILES: [NH2:1][C:2]1[N:6]([CH2:7][C:8]2[CH:13]=[CH:12][C:11]([O:14][CH3:15])=[CH:10][CH:9]=2)[N:5]=[N:4][C:3]=1[C:16]([O:18]CC)=[O:17].[CH3:21][S:22](Cl)(=[O:24])=[O:23]>N1C=CC=CC=1>[CH3:15][O:14][C:11]1[CH:12]=[CH:13][C:8]([CH2:7][N:6]2[C:2]([NH:1][S:22]([CH3:21])(=[O:24])=[O:23])=[C:3]([C:16]([OH:18])=[O:17])[N:4]=[N:5]2)=[CH:9][CH:10]=1. Procedure: Ethyl 5-amino-1-(4-methoxybenzyl)-1H-1,2,3-triazole-4-carboxylate (0.85 g) and methane sulphonyl chloride (0.72 mL) were stirred in pyridine (20 mL) for 4 d. Further methane sulphonyl chloride (0.72 mL) was added and stirring continued for 24 h. Further methane sulphonyl chloride (0.5 mL) was added and stirring continued for 24 h. The mixture was concentrated in vacuo. The residue was suspended in dilute hydrochloric acid and extracted with ethyl acetate. The extracts were washed with dilute hyd... Reactants: CC(C)(C)OC(=O)N1CCC(c2ccc(N3CC(COS(C)(=O)=O)OC3=O)cc2F)CC1, CN(C)C=O, CCOC(C)=O, [N-]=[N+]=[N-], [Na+]. Product: CC(C)(C)OC(=O)N1CCC(c2ccc(N3CC(CN=[N+]=[N-])OC3=O)cc2F)CC1. RXN SMILES: [CH3:1][C:2]([CH3:3])([CH3:4])[O:5][C:6](=[O:7])[N:8]1[CH2:9][CH2:10][CH:11]([c:14]2[c:15]([F:32])[cH:16][c:17]([N:20]3[C:21](=[O:31])[O:22][CH:23]([CH2:25][O:26][S:27]([CH3:28])(=[O:29])=[O:30])[CH2:24]3)[cH:18][cH:19]2)[CH2:12][CH2:13]1.[CH3:37][N:38]([CH3:39])[CH:40]=[O:41].[CH3:42][CH2:43][O:44][C:45](=[O:46])[CH3:47].[N-:34]=[N+:35]=[N-:36].[Na+:33]>>[CH3:1][C:2]([CH3:3])([CH3:4])[O:5][C:6](=[O:7])[N:8]1[CH2:9][CH2:10][CH:11]([c:14]2[c:15]([F:32])[cH:16][c:17]([N:20]3[C:21](=[O:31])[O:22][CH:23]([CH2:25][N:34]=[N+:35]=[N-:36])[CH2:24]3)[cH:18][cH:19]2)[CH2:12][CH2:13]1.